From a dataset of the Open Reaction Database (ORD), a public repository of structured organic reaction records. describe an organic reaction: reactants, conditions, products, and yield Starting materials: O=C([O-])[O-], CC(C)(C)O, OC1CCCCC1O, Cc1ccc(I)c(Cl)c1, [Cu]I, [K+], [K+], O=C1N(C2CCC(O)CC2)CCC12CCCNC2. The product is Cc1ccc(N2CCCC3(CCN(C4CCC(O)CC4)C3=O)C2)c(Cl)c1. RXN SMILES: [C:28](=[O:29])([O-:30])[O-:31].[C:42]([OH:43])([CH3:44])([CH3:45])[CH3:46].[CH:34]1([OH:35])[CH2:36][CH2:37][CH2:38][CH2:39][CH:40]1[OH:41].[Cl:19][c:20]1[c:21]([I:27])[cH:22][cH:23][c:24]([CH3:26])[cH:25]1.[Cu:47][I:48].[K+:32].[K+:33].[OH:1][CH:2]1[CH2:3][CH2:4][CH:5]([N:8]2[C:9](=[O:18])[C:10]3([CH2:11][CH2:12]2)[CH2:13][NH:14][CH2:15][CH2:16][CH2:17]3)[CH2:6][CH2:7]1>>[OH:1][CH:2]1[CH2:3][CH2:4][CH:5]([N:8]2[C:9](=[O:18])[C:10]3([CH2:11][CH2:12]2)[CH2:13][N:14]([c:21]2[c:20]([Cl:19])[cH:25][c:24]([CH3:26])[cH:23][cH:22]2)[CH2:15][CH2:16][CH2:17]3)[CH2:6][CH2:7]1. Reactants: C(C)OC(CCNC)=O (N-methyl-β-alanine ethyl ester), ClC(=O)C(C(=O)OCC)(C)C (ethyl 2-chloroformyl-2-methylpropionate). Solvent: N1=CC=CC=C1 (pyridine). Run at time 30 minute. Product: O=C(C(C(=O)OCC)(C)C)N(CCC(=O)OCC)C (Diethyl 3-oxo-2,2,N-trimethyl-3,3'-iminodipropionate). RXN SMILES: [CH2:1]([O:3][C:4](=[O:9])[CH2:5][CH2:6][NH:7][CH3:8])[CH3:2].Cl[C:11]([C:13]([CH3:20])([CH3:19])[C:14]([O:16][CH2:17][CH3:18])=[O:15])=[O:12]>N1C=CC=CC=1>[O:12]=[C:11]([N:7]([CH3:8])[CH2:6][CH2:5][C:4]([O:3][CH2:1][CH3:2])=[O:9])[C:13]([CH3:20])([CH3:19])[C:14]([O:16][CH2:17][CH3:18])=[O:15]. Procedure: To a solution of 61 g of N-methyl-β-alanine ethyl ester in 600 ml of dry pyridine there is added 82 g of ethyl 2-chloroformyl-2-methylpropionate. During the addition, which takes 30 minutes, the mixture is mechanically stirred and cooled with ice. Stirring is continued at 10° C for 30 minutes and then at 30° - 40° C for 1 hour. Next the pyridine is evaporated in vacuo, leaving a residue to which a small quantity of water is added, whereafter the mixture is extracted with ether. The extract is dr... Run in C(C)#N (acetonitrile). The product is 546, CNCCC(C=1C=CC=CC1)OC=2C=CC(=CC2)C(F)(F)F.Cl.C(C1=CC=CC=C1)(=O)O (fluoxetine HCl benzoic acid). The reactants are CNCCC(C=1C=CC=CC1)OC=2C=CC(=CC2)C(F)(F)F.Cl (fluoxetine HCl), C(C1=CC=CC=C1)(=O)O (benzoic acid). RXN SMILES: [CH3:1][NH:2][CH2:3][CH2:4][CH:5]([O:12][C:13]1[CH:14]=[CH:15][C:16]([C:19]([F:22])([F:21])[F:20])=[CH:17][CH:18]=1)[C:6]1[CH:7]=[CH:8][CH:9]=[CH:10][CH:11]=1.[ClH:23].[C:24]([OH:32])(=[O:31])[C:25]1[CH:30]=[CH:29][CH:28]=[CH:27][CH:26]=1>C(#N)C>[CH3:1][NH:2][CH2:3][CH2:4][CH:5]([O:12][C:13]1[CH:18]=[CH:17][C:16]([C:19]([F:20])([F:22])[F:21])=[CH:15][CH:14]=1)[C:6]1[CH:7]=[CH:8][CH:9]=[CH:10][CH:11]=1.[ClH:23].[C:24]([OH:32])(=[O:31])[C:25]1[CH:30]=[CH:29][CH:28]=[CH:27][CH:26]=1 |f:0.1,4.5.6|. Yield: 80.0%. Reported procedure: Cocrystals of fluoxetine HCl: benzoic acid were formed using the following procedures. In one preparation, a 505 mg sample of fluoxetine HCl and 178 mg of benzoic acid were dissolved with heating in 5 mL of acetonitrile. The solution was allowed to crystallize in a small crystallization dish. Well-formed crystalline material formed within 7 minutes. This material was isolated on filter paper and dried in the air to yield 546 (80%) of fluoxetine HCl:benzoic acid (1:1) cocrystal. Reactants: CO.C(C)OCC (MeOH ethyl ether), O (Water), Cl.COC1=CC=C2CC[C@@H]([C@@H](C2=C1)C)N(CCC)CCC (cis-7-Methoxy-1-methyl-2-(di-n-propylamino) tetralin hydrochloride), Br (HBr). Yields the product Br.OC1=CC=C2CC[C@@H]([C@@H](C2=C1)C)N(CCC)CCC (cis-7-Hydroxy-1-methyl-2-(di-n-propylamino)tetralin hydrobromide). Isolated yield 84.0%. Reaction SMILES: Cl.C[O:3][C:4]1[CH:13]=[C:12]2[C:7]([CH2:8][CH2:9][C@H:10]([N:15]([CH2:19][CH2:20][CH3:21])[CH2:16][CH2:17][CH3:18])[C@@H:11]2[CH3:14])=[CH:6][CH:5]=1.O.CO.C(OCC)C.[BrH:30]>>[BrH:30].[OH:3][C:4]1[CH:13]=[C:12]2[C:7]([CH2:8][CH2:9][C@H:10]([N:15]([CH2:16][CH2:17][CH3:18])[CH2:19][CH2:20][CH3:21])[C@@H:11]2[CH3:14])=[CH:6][CH:5]=1 |f:0.1,3.4,6.7|. Procedure: cis-7-Methoxy-1-methyl-2-(di-n-propylamino) tetralin hydrochloride (500 mg, 1.60 mmol) was heated in 48% aqueous HBr (5 ml) for 3 h at 140° C. under N2. Water (20 ml) was added and the volatiles were evaporated in vacuo. The faint orange-coloured residue was treated with abs. ethanol twice (with intervening evaporation). The dry residue was dissolved in methanol and the solution was treated with active charcoal. After filtration the solvent was evaporated, whereupon the residue was dissolved in ... Reactants: FC1=C(C=C(C=O)C=C1)OC (4-fluoro-3-methoxybenzaldehyde), C(C1=CC=CC=C1)[Mg]Cl (benzyl magnesium chloride). Solvent: C1CCOC1 (THF), C1CCOC1 (THF). Run at temperature 50 celsius. The product is FC1=C(C=C(C=C1)C(CC1=CC=CC=C1)O)OC (1-(4-fluoro-3-methoxyphenyl)-2-phenylethanol). Isolated yield 60.2%. Reaction SMILES: [F:1][C:2]1[CH:9]=[CH:8][C:5]([CH:6]=[O:7])=[CH:4][C:3]=1[O:10][CH3:11].[CH2:12]([Mg]Cl)[C:13]1[CH:18]=[CH:17][CH:16]=[CH:15][CH:14]=1>C1COCC1>[F:1][C:2]1[CH:9]=[CH:8][C:5]([CH:6]([OH:7])[CH2:12][C:13]2[CH:18]=[CH:17][CH:16]=[CH:15][CH:14]=2)=[CH:4][C:3]=1[O:10][CH3:11]. Reported procedure: To a solution of 4-fluoro-3-methoxybenzaldehyde (25 g, 162 mmol) in THF (150 mL) was added a solution of benzyl magnesium chloride (2 M solution in THF, 122 mL, 243 mmol) in THF (50 mL). The reaction mixture was heated at 50° C. for 2 h. The reaction mixture was allowed to cool to rt and quenched by addition of sat. NH4Cl. The reaction mixture was extracted with EtOAc (3×) and the combined organic layers were washed with sat. NaCl, dried over Na2SO4, filtered and concentrated under reduced press... RXN SMILES: [Br:1][CH:2]([C:3](=[O:4])[OH:5])[CH:6]([CH3:7])[CH3:8].[CH3:22][OH:23].[F:11][C:12]([c:13]1[cH:14][cH:15][c:16]([NH2:17])[cH:18][cH:19]1)([F:20])[F:21].[K+:10].[OH-:9]>>[CH:2]([C:3](=[O:4])[OH:5])([CH:6]([CH3:7])[CH3:8])[NH:17][c:16]1[cH:15][cH:14][c:13]([C:12]([F:11])([F:20])[F:21])[cH:19][cH:18]1. The reactants are CC(C)C(Br)C(=O)O, CO, Nc1ccc(C(F)(F)F)cc1, [K+], [OH-]. Yields the product CC(C)C(Nc1ccc(C(F)(F)F)cc1)C(=O)O. Reactants: N1C(=NC2=C1C=CC=C2)C2=NN(C1=CC=C(C=C21)Br)C2OCCCC2 (3-(1H-Benzo[d]imidazol-2-yl)-5-bromo-1-(tetrahydro-2H-pyran-2-yl)-1H-indazole), C(#N)C(C)(C)C1=CC=C(C=C1)B(O)O ([4-(1cyano-1-methylethyl)phenyl]boronic acid), C1(=CC=CC=C1)P(C1=CC=CC=C1)C1=CC=CC=C1 (triphenylphosphine), C(=O)([O-])[O-].[Na+].[Na+] (Na2CO3). The reagents and catalysts are C(C)(=O)[O-].[Pd+2].C(C)(=O)[O-] (Palladium acetate). The solvent is C1CCOC1 (THF). Yields the product N1C(=NC2=C1C=CC=C2)C2=NN(C1=CC=C(C=C21)C2=CC=C(C=C2)C(C#N)(C)C)C2OCCCC2 (2-(4-(3-(1H-benzo[d]imidazol-2-yl)-1-(tetrahydro-2H-pyran-2-yl)-1H-indazol-5-yl)phenyl)-2-methylpropanenitrile). The yield is 30.3%. Reaction SMILES: [NH:1]1[C:5]2[CH:6]=[CH:7][CH:8]=[CH:9][C:4]=2[N:3]=[C:2]1[C:10]1[C:18]2[C:13](=[CH:14][CH:15]=[C:16](Br)[CH:17]=2)[N:12]([CH:20]2[CH2:25][CH2:24][CH2:23][CH2:22][O:21]2)[N:11]=1.[C:26]([C:28]([C:31]1[CH:36]=[CH:35][C:34](B(O)O)=[CH:33][CH:32]=1)([CH3:30])[CH3:29])#[N:27].C1(P(C2C=CC=CC=2)C2C=CC=CC=2)C=CC=CC=1.C([O-])([O-])=O.[Na+].[Na+]>C1COCC1.C([O-])(=O)C.[Pd+2].C([O-])(=O)C>[NH:1]1[C:5]2[CH:6]=[CH:7][CH:8]=[CH:9][C:4]=2[N:3]=[C:2]1[C:10]1[C:18]2[C:13](=[CH:14][CH:15]=[C:16]([C:34]3[CH:35]=[CH:36][C:31]([C:28]([CH3:30])([CH3:29])[C:26]#[N:27])=[CH:32][CH:33]=3)[CH:17]=2)[N:12]([CH:20]2[CH2:25][CH2:24][CH2:23][CH2:22][O:21]2)[N:11]=1 |f:3.4.5,7.8.9|. Procedure details: 3-(1H-Benzo[d]imidazol-2-yl)-5-bromo-1-(tetrahydro-2H-pyran-2-yl)-1H-indazole (20 mg, 0.050 mmol), [4-(1cyano-1-methylethyl)phenyl]boronic acid (10 mg, 0.074053 mmol) and triphenylphosphine (2 mg, 0.007 mmol) were dissolved in a mixture of THF (6 mL) and 1M Na2CO3 (aq) (10 mg, 0.094 mmol). Palladium acetate (1 mg, 0.004 mmol) was added and the solution was heated overnight at reflux. After cooling to room temperature, and the solvent was removed in vacuo. The residue was dissolved in ethyl aceta...